This data is from the Open Reaction Database (ORD), a public repository of structured organic reaction records. The task is: describe an organic reaction: reactants, conditions, products, and yield Reactants: OCCCl, Cc1ccc(S(=O)(=O)Cl)cc1, c1ccncc1. RXN SMILES: [OH:12][CH2:13][CH2:14][Cl:15].[c:1]1([CH3:11])[cH:2][cH:3][c:4]([S:7](=[O:8])(=[O:9])[Cl:10])[cH:5][cH:6]1.[cH:16]1[cH:17][cH:18][n:19][cH:20][cH:21]1>>[c:1]1([CH3:11])[cH:2][cH:3][c:4]([S:7](=[O:8])(=[O:9])[O:12][CH2:13][CH2:14][Cl:15])[cH:5][cH:6]1. Product: Cc1ccc(S(=O)(=O)OCCCl)cc1. As a reaction SMILES: [CH3:19][CH2:20][OH:21].[CH3:1][O:2][c:3]1[cH:4][c:5]2[c:9]([cH:10][cH:11]1)[C:8](=[O:12])[O:7][CH:6]2[c:13]1[cH:14][cH:15][cH:16][cH:17][cH:18]1>>[CH3:1][O:2][c:3]1[cH:4][c:5]([CH2:6][c:13]2[cH:14][cH:15][cH:16][cH:17][cH:18]2)[c:9]([C:8](=[O:7])[OH:12])[cH:10][cH:11]1. The product is COc1ccc(C(=O)O)c(Cc2ccccc2)c1. Reactants: CCO, COc1ccc2c(c1)C(c1ccccc1)OC2=O. Starting materials: C(CCC)N=C=O (n-Butyl isocyanate), ClC1=CC=C2C=CC(=NC2=N1)N1C(C2=NC=CN=C2C1O)=O (6-(7-chloro-1,8-naphthyridin-2-yl)-5-hydroxy-7-oxo-6,7-dihydro-5H-pyrrolo[3,4-b]pyrazine). Run in C(C)#N (acetonitrile), C(Cl)Cl (methylene chloride). The product is C(CCC)NC(=O)OC1N(C(C2=NC=CN=C21)=O)C2=NC1=NC(=CC=C1C=C2)Cl (5-n-butylaminocarbonyloxy-6-(7-chloro-1,8-naphthyridin-2-yl)-7-oxo-6,7-dihydro-5H-pyrrolo[3,4-b]pyrazine). The yield is 50.7%. RXN SMILES: [CH2:1]([N:5]=[C:6]=[O:7])[CH2:2][CH2:3][CH3:4].[Cl:8][C:9]1[N:18]=[C:17]2[C:12]([CH:13]=[CH:14][C:15]([N:19]3[CH:27]([OH:28])[C:26]4[C:21](=[N:22][CH:23]=[CH:24][N:25]=4)[C:20]3=[O:29])=[N:16]2)=[CH:11][CH:10]=1>C(#N)C.C(Cl)Cl>[CH2:1]([NH:5][C:6]([O:28][CH:27]1[C:26]2[C:21](=[N:22][CH:23]=[CH:24][N:25]=2)[C:20](=[O:29])[N:19]1[C:15]1[CH:14]=[CH:13][C:12]2[C:17](=[N:18][C:9]([Cl:8])=[CH:10][CH:11]=2)[N:16]=1)=[O:7])[CH2:2][CH2:3][CH3:4]. Reported procedure: n-Butyl isocyanate (5 g.) is added to a suspension of 6-(7-chloro-1,8-naphthyridin-2-yl)-5-hydroxy-7-oxo-6,7-dihydro-5H-pyrrolo[3,4-b]pyrazine (7.8 g.) in anhydrous acetonitrile (156 cc.) and the mixture is heated at the reflux temperature for 7 hours. The insoluble product is filtered off and washed with anhydrous acetonitrile (2 × 10 cc.). The product obtained is dissolved in methylene chloride (430 cc.) and the resulting solution is washed by successive decantations with 0.1N sodium hydroxide... Procedure: To a solution of 4-{[tert-butyl(dimethyl)silyl]oxy}-6′-(5-methyl-1H-pyrazol-4-yl)-1′H-spiro[cyclohexane-1,2′-thieno[3,2-d]pyrimidin]-4′(3′H)-one (<0.450 mmol) in THF (4 mL) was added N,N,N,N-tetrabutylammonium fluoride (1.0 M in THF, 1.08 mL, 1.08 mmol). The mixture was stirred at room temperature for 16 h and at 50° C. for 1 h. The mixture was partitioned between EtOAc (20 mL) and aqueous NaHCO3 (10 mL). The aqueous layer was extracted with EtOAc (5 mL×2). The combined organic layers were washe... RXN SMILES: [Si]([O:8][CH:9]1[CH2:29][CH2:28][C:12]2([NH:17][C:16]3[CH:18]=[C:19]([C:21]4[CH:22]=[N:23][NH:24][C:25]=4[CH3:26])[S:20][C:15]=3[C:14](=[O:27])[NH:13]2)[CH2:11][CH2:10]1)(C(C)(C)C)(C)C.[F-].C([N+](CCCC)(CCCC)CCCC)CCC>C1COCC1>[OH:8][CH:9]1[CH2:29][CH2:28][C:12]2([NH:17][C:16]3[CH:18]=[C:19]([C:21]4[CH:22]=[N:23][NH:24][C:25]=4[CH3:26])[S:20][C:15]=3[C:14](=[O:27])[NH:13]2)[CH2:11][CH2:10]1 |f:1.2|. Reaction conditions: temperature 50 celsius, time 1 hour. Starting materials: [Si](C)(C)(C(C)(C)C)OC1CCC2(NC(C3=C(N2)C=C(S3)C=3C=NNC3C)=O)CC1 (4-{[tert-butyl(dimethyl)silyl]oxy}-6′-(5-methyl-1H-pyrazol-4-yl)-1′H-spiro[cyclohexane-1,2′-thieno[3,2-d]pyrimidin]-4′(3′H)-one), [F-].C(CCC)[N+](CCCC)(CCCC)CCCC (N,N,N,N-tetrabutylammonium fluoride). The yield is 22.0%. Yields the product OC1CCC2(NC(C3=C(N2)C=C(S3)C=3C=NNC3C)=O)CC1 (4-hydroxy-6′-(5-methyl-1H-pyrazol-4-yl)-1′H-spiro[cyclohexane-1,2′-thieno[3,2-d]pyrimidin]-4′(3′H)-one). Run in C1CCOC1 (THF).